Dataset: the Open Reaction Database (ORD), a public repository of structured organic reaction records. Task: describe an organic reaction: reactants, conditions, products, and yield Starting materials: C(#N)C1=CC2=C(C(=CO2)C2=CC=CC=C2)C=C1 (6-cyano-3-phenylbenzofuran), C(C)(=O)O (acetic acid), Cl (hydrochloric acid), Cl (hydrochloric acid). Solvent: O (water). Yields the product C1(=CC=CC=C1)C1=COC2=C1C=CC(=C2)C(=O)O (3-phenyl-6-benzofurancarboxylic acid). RXN SMILES: C(C1[CH:17]=[CH:16][C:6]2[C:7]([C:10]3[CH:15]=[CH:14][CH:13]=[CH:12][CH:11]=3)=[CH:8][O:9][C:5]=2[CH:4]=1)#N.[C:18]([OH:21])(=[O:20])[CH3:19].Cl>O>[C:10]1([C:7]2[C:6]3[CH:16]=[CH:17][C:19]([C:18]([OH:21])=[O:20])=[CH:4][C:5]=3[O:9][CH:8]=2)[CH:11]=[CH:12][CH:13]=[CH:14][CH:15]=1. Procedure details: A mixture of 54.7 g of 6-cyano-3-phenylbenzofuran, 200 ml of acetic acid and 100 ml of hydrochloric acid is heated to its reflux temperature and maintained at reflux for about 20 hours. An additional 100 ml of hydrochloric acid is added and the mixture is refluxed further for about 27 hours. The reaction mixture is then added to water and the aqueous solution is extracted with diethyl ether. The ether layer is extracted with dilute sodium hydroxide solution. The basic aqueous solution is acidifi... The reactants are NC=1C=CC(=NC1)C1=CC=C(C=C1)C=1N(C(C2=C(N1)N(N=C2)C=2C=C(C#N)C=CC2)=O)C2=CC=C(C=C2)Cl (3-[6-[4-(5-amino-pyridin-2-yl)-phenyl]-5-(4-chloro-phenyl)-4-oxo-4,5-dihydro-pyrazolo[3,4-d]pyrimidin-1-yl]-benzonitrile), Cl (hydrogen chloride), C([O-])([O-])=O.[NH4+].[NH4+] (ammonium carbonate). Solvent: CO (methanol). Product: NC=1C=CC(=NC1)C1=CC=C(C=C1)C=1N(C(C2=C(N1)N(N=C2)C=2C=C(C(=N)N)C=CC2)=O)C2=CC=C(C=C2)Cl (3-[6-[4-(5-amino-pyridin-2-yl)-phenyl]-5-(4-chloro-phenyl)-4-oxo-4,5-dihydro-pyrazolo[3,4-d]pyrimidin-1-yl]-benzamidine). As a reaction SMILES: [NH2:1][C:2]1[CH:3]=[CH:4][C:5]([C:8]2[CH:13]=[CH:12][C:11]([C:14]3[N:15]([C:32]4[CH:37]=[CH:36][C:35]([Cl:38])=[CH:34][CH:33]=4)[C:16](=[O:31])[C:17]4[CH:22]=[N:21][N:20]([C:23]5[CH:24]=[C:25]([CH:28]=[CH:29][CH:30]=5)[C:26]#[N:27])[C:18]=4[N:19]=3)=[CH:10][CH:9]=2)=[N:6][CH:7]=1.Cl.C(=O)([O-])[O-].[NH4+:44].[NH4+]>CO>[NH2:1][C:2]1[CH:3]=[CH:4][C:5]([C:8]2[CH:9]=[CH:10][C:11]([C:14]3[N:15]([C:32]4[CH:33]=[CH:34][C:35]([Cl:38])=[CH:36][CH:37]=4)[C:16](=[O:31])[C:17]4[CH:22]=[N:21][N:20]([C:23]5[CH:24]=[C:25]([CH:28]=[CH:29][CH:30]=5)[C:26]([NH2:44])=[NH:27])[C:18]=4[N:19]=3)=[CH:12][CH:13]=2)=[N:6][CH:7]=1 |f:2.3.4|. Procedure: At 0° C., 3-[6-[4-(5-amino-pyridin-2-yl)-phenyl]-5-(4-chloro-phenyl)-4-oxo-4,5-dihydro-pyrazolo[3,4-d]pyrimidin-1-yl]-benzonitrile (prepared as described in example 27, 0.30 g, 0.58 mmol) is added to methanol saturated with hydrogen chloride gas (7 mL) with stirring. The reaction mixture is allowed to reach rt and stirred there for 30 h. The reaction mixture is then concentrated to a dry residue. It is taken in dry methanol (6 mL) and ammonium carbonate (0.548 g, 3.48 mmol) is added. After stirr... Reactants: CC(C)(C)OC(=O)N1CCC(n2ncc3c(Cl)ncnc32)CC1, O=C([O-])[O-], CN(C)C=O, [K+], [K+], [Na+], [Na+], O=C([O-])[O-], CC(=O)Nc1cccc(O)c1. The product is CC(=O)Nc1cccc(Oc2ncnc3c2cnn3C2CCN(C(=O)OC(C)(C)C)CC2)c1. RXN SMILES: [C:12]([CH3:13])([CH3:14])([CH3:15])[O:16][C:17](=[O:18])[N:19]1[CH2:20][CH2:21][CH:22]([n:25]2[n:26][cH:27][c:28]3[c:29]2[n:30][cH:31][n:32][c:33]3[Cl:34])[CH2:23][CH2:24]1.[C:35](=[O:36])([O-:37])[O-:38].[CH3:47][N:48]([CH3:49])[CH:50]=[O:51].[K+:39].[K+:40].[Na+:41].[Na+:42].[O-:43][C:44](=[O:45])[O-:46].[OH:1][c:2]1[cH:3][c:4]([NH:8][C:9]([CH3:10])=[O:11])[cH:5][cH:6][cH:7]1>>[O:1]([c:2]1[cH:3][c:4]([NH:8][C:9]([CH3:10])=[O:11])[cH:5][cH:6][cH:7]1)[c:33]1[c:28]2[cH:27][n:26][n:25]([CH:22]3[CH2:21][CH2:20][N:19]([C:17]([O:16][C:12]([CH3:13])([CH3:14])[CH3:15])=[O:18])[CH2:24][CH2:23]3)[c:29]2[n:30][cH:31][n:32]1. Starting materials: CO, COCOc1cc(OC)ccc1-c1[nH]c2cc(C(=O)OC)ccc2c1C1CCCCC1, Cl. Product: COC(=O)c1ccc2c(C3CCCCC3)c(-c3ccc(OC)cc3O)[nH]c2c1. Reaction SMILES: [CH3:33][OH:34].[CH:2]1([c:8]2[c:9](-[c:21]3[c:22]([O:29][CH2:30][O:31][CH3:32])[cH:23][c:24]([O:27][CH3:28])[cH:25][cH:26]3)[nH:10][c:11]3[cH:12][c:13]([C:17](=[O:18])[O:19][CH3:20])[cH:14][cH:15][c:16]23)[CH2:3][CH2:4][CH2:5][CH2:6][CH2:7]1.[ClH:1]>>[CH:2]1([c:8]2[c:9](-[c:21]3[c:22]([OH:29])[cH:23][c:24]([O:27][CH3:28])[cH:25][cH:26]3)[nH:10][c:11]3[cH:12][c:13]([C:17](=[O:18])[O:19][CH3:20])[cH:14][cH:15][c:16]23)[CH2:3][CH2:4][CH2:5][CH2:6][CH2:7]1.